Dataset: the Open Reaction Database (ORD), a public repository of structured organic reaction records. Task: describe an organic reaction: reactants, conditions, products, and yield Starting materials: COC1OC(COCc2ccccc2)C(OC2OC(COCc3ccccc3)C(OC(C)=O)C(OCc3ccccc3)C2OCc2ccccc2)C(OCc2ccccc2)C1OCc1ccccc1, CO, C[O-], Cc1ccccc1, [Na+]. Yields the product COC1OC(COCc2ccccc2)C(OC2OC(COCc3ccccc3)C(O)C(OCc3ccccc3)C2OCc2ccccc2)C(OCc2ccccc2)C1OCc1ccccc1. As a reaction SMILES: [C:1](=[O:2])([CH3:3])[O:4][CH:5]1[CH:6]([O:62][CH2:63][c:64]2[cH:65][cH:66][cH:67][cH:68][cH:69]2)[CH:7]([O:54][CH2:55][c:56]2[cH:57][cH:58][cH:59][cH:60][cH:61]2)[CH:8]([O:20][CH:21]2[CH:22]([O:46][CH2:47][c:48]3[cH:49][cH:50][cH:51][cH:52][cH:53]3)[CH:23]([O:38][CH2:39][c:40]3[cH:41][cH:42][cH:43][cH:44][cH:45]3)[CH:24]([O:25][CH3:26])[O:27][CH:28]2[CH2:29][O:30][CH2:31][c:32]2[cH:33][cH:34][cH:35][cH:36][cH:37]2)[O:9][CH:10]1[CH2:11][O:12][CH2:13][c:14]1[cH:15][cH:16][cH:17][cH:18][cH:19]1.[CH3:70][OH:71].[CH3:72][O-:73].[CH3:75][c:76]1[cH:77][cH:78][cH:79][cH:80][cH:81]1.[Na+:74]>>[OH:4][CH:5]1[CH:6]([O:62][CH2:63][c:64]2[cH:65][cH:66][cH:67][cH:68][cH:69]2)[CH:7]([O:54][CH2:55][c:56]2[cH:57][cH:58][cH:59][cH:60][cH:61]2)[CH:8]([O:20][CH:21]2[CH:22]([O:46][CH2:47][c:48]3[cH:49][cH:50][cH:51][cH:52][cH:53]3)[CH:23]([O:38][CH2:39][c:40]3[cH:41][cH:42][cH:43][cH:44][cH:45]3)[CH:24]([O:25][CH3:26])[O:27][CH:28]2[CH2:29][O:30][CH2:31][c:32]2[cH:33][cH:34][cH:35][cH:36][cH:37]2)[O:9][CH:10]1[CH2:11][O:12][CH2:13][c:14]1[cH:15][cH:16][cH:17][cH:18][cH:19]1. The reactants are ICl (iodine monochloride), ClC=1C=CC=2N(N1)C=C(N2)C (6-chloro-2-methylimidazo[1,2-b]pyridazine), S(=S)(=O)([O-])[O-].[Na+].[Na+] (sodium thiosulphate), C(O)([O-])=O.[Na+] (sodium hydrogen carbonate). Solvent: C(Cl)(Cl)Cl (chloroform), CO (methanol). Conditions: temperature 0 celsius, time 16 hour. Product: ClC=1C=CC=2N(N1)C(=C(N2)C)I (6-Chloro-3-iodo-2-methylimidazo[1,2-b]pyridazine). As a reaction SMILES: [Cl:1][C:2]1[CH:3]=[CH:4][C:5]2[N:6]([CH:8]=[C:9]([CH3:11])[N:10]=2)[N:7]=1.[I:12]Cl.S([O-])([O-])(=O)=S.[Na+].[Na+].C(=O)([O-])O.[Na+]>C(Cl)(Cl)Cl.CO>[Cl:1][C:2]1[CH:3]=[CH:4][C:5]2[N:6]([C:8]([I:12])=[C:9]([CH3:11])[N:10]=2)[N:7]=1 |f:2.3.4,5.6|. Procedure: Added to a solution of 7.00 g (41.8 mmol) of 6-chloro-2-methylimidazo[1,2-b]pyridazine (CAS 14793-00-1) in 300 ml of chloroform, cooled to 0° C., are 10.2 g (62.7 mmol) of iodine monochloride in solution in 20 ml of methanol. The reaction is then left at ambient temperature for 16 hours then poured over a mixture of a 5% sodium thiosulphate solution and of sodium hydrogen carbonate. The product is extracted with dichloromethane, the organic phase is dried over sodium sulphate and the solvent is ... Reactants: O=C1NC2=C(C=C(C=C2C1)Cl)OC1=C(C=CC=C1)F (2-oxo-5-chloro-7-(2-fluorophenoxy)indoline), [OH-].[Na+] (sodium hydroxide), O1CCOCC1 (dioxane). Solvent: O (water). The product is NC1=C(C=C(C=C1OC1=C(C=CC=C1)F)Cl)CC(=O)O (2-[2-amino-3-(2-fluorophenoxy)-5-chlorophenyl]acetic acid). Reaction SMILES: [O:1]=[C:2]1[CH2:10][C:9]2[C:4](=[C:5]([O:12][C:13]3[CH:18]=[CH:17][CH:16]=[CH:15][C:14]=3[F:19])[CH:6]=[C:7]([Cl:11])[CH:8]=2)[NH:3]1.[OH-].[Na+].[O:22]1CCOCC1>O>[NH2:3][C:4]1[C:5]([O:12][C:13]2[CH:18]=[CH:17][CH:16]=[CH:15][C:14]=2[F:19])=[CH:6][C:7]([Cl:11])=[CH:8][C:9]=1[CH2:10][C:2]([OH:22])=[O:1] |f:1.2|. Reported procedure: A mixture of 2-oxo-5-chloro-7-(2-fluorophenoxy)indoline (4.0 g.), sodium hydroxide (1.2 g.), dioxane (25 ml.) and water (25 ml.) was refluxed under heating for 15 hours with stirring. The reaction mixture was evaporated under reduced pressure, and the residue was dissolved in water (200 ml.), washed with diethyl ether twice (200 ml. and 100 ml.) and then filtered. To the filtrate was added a mixture of diethyl ether (200 ml.) and ethyl acetate (200 ml.) and the mixture was adjusted to pH 4 with ... Starting materials: C=CCOc1cc(C)cc(O)c1, O=Cc1ccc(F)cc1. Yields the product C=CCOc1cc(C)cc(Oc2ccc(C=O)cc2)c1. Reaction SMILES: [CH2:1]([CH:2]=[CH2:3])[O:4][c:5]1[cH:6][c:7]([OH:12])[cH:8][c:9]([CH3:11])[cH:10]1.[F:13][c:14]1[cH:15][cH:16][c:17]([CH:18]=[O:19])[cH:20][cH:21]1>>[CH2:1]([CH:2]=[CH2:3])[O:4][c:5]1[cH:6][c:7]([O:12][c:14]2[cH:15][cH:16][c:17]([CH:18]=[O:19])[cH:20][cH:21]2)[cH:8][c:9]([CH3:11])[cH:10]1.